This data is from the Open Reaction Database (ORD), a public repository of structured organic reaction records. The task is: describe an organic reaction: reactants, conditions, products, and yield The product is NC=1C=C(C=CC1)\C=C/C=1C=C(C=NC1)NC(OC(C)(C)C)=O (tert-Butyl {5-[(Z)-2-(3-aminophenyl)vinyl]pyridin-3-yl}carbamate). Run at time 2 hour. Starting materials: NC=1C=C(C=CC1)C#CC=1C=C(C=NC1)NC(OC(C)(C)C)=O (tert-butyl {5-[(3-aminophenyl)ethynyl]pyridin-3-yl}carbamate). RXN SMILES: [NH2:1][C:2]1[CH:3]=[C:4]([C:8]#[C:9][C:10]2[CH:11]=[C:12]([NH:16][C:17](=[O:23])[O:18][C:19]([CH3:22])([CH3:21])[CH3:20])[CH:13]=[N:14][CH:15]=2)[CH:5]=[CH:6][CH:7]=1>[Pd].CC([O-])=O.CC([O-])=O.[Pb+2].CO>[NH2:1][C:2]1[CH:3]=[C:4](/[CH:8]=[CH:9]\[C:10]2[CH:11]=[C:12]([NH:16][C:17](=[O:23])[O:18][C:19]([CH3:21])([CH3:20])[CH3:22])[CH:13]=[N:14][CH:15]=2)[CH:5]=[CH:6][CH:7]=1 |f:1.2.3.4|. Reagents/catalysts: [Pd].CC(=O)[O-].CC(=O)[O-].[Pb+2] (Lindlar's catalyst). Isolated yield 43.6%. Reported procedure: Into a reaction flask were added tert-butyl {5-[(3-aminophenyl)ethynyl]pyridin-3-yl}carbamate (0.45 g, 1.4 mmol) (prepared in Example C19, step A), methanol (15 mL) and 100 mg of Lindlar's catalyst. The reaction mixture was hydrogenated at 35 psi for 2 h. After removal of the solvent, the crude was purified by silica gel column chromatography to give the desired product as a white powder (0.19 g, 42%). LCMS for C18H22N3O2 (M+H)+: m/z=312.0. Run in CO (methanol). Reactants: FC(C=1C=C(C=CC1)Br)(F)F (m-trifluoromethylphenyl bromide), C(C)(=O)NC1=CC=C(C=C1)C(C)=O (p-acetylaminoacetophenone), C([O-])([O-])=O.[K+].[K+] (potassium carbonate), C1CCCC2CCCCC12 (decahydronaphthalene), Cl (hydrochloric acid). Reagents/catalysts: [Cu] (copper). Solvent: CC(=O)C (acetone), C(C)O (ethanol). Conditions: temperature 200 celsius. Yields the product FC(C=1C=C(C=CC1)NC1=CC=C(C=C1)C(C)=O)(F)F (4'-[3-(trifluoromethyl)phenylamino]acetophenone). Reaction SMILES: [F:1][C:2]([F:11])([F:10])[C:3]1[CH:4]=[C:5](Br)[CH:6]=[CH:7][CH:8]=1.C([NH:15][C:16]1[CH:21]=[CH:20][C:19]([C:22](=[O:24])[CH3:23])=[CH:18][CH:17]=1)(=O)C.C(=O)([O-])[O-].[K+].[K+].C1C2C(CCCC2)CCC1.Cl>C(O)C.[Cu].CC(C)=O>[F:1][C:2]([F:11])([F:10])[C:3]1[CH:4]=[C:5]([NH:15][C:16]2[CH:21]=[CH:20][C:19]([C:22](=[O:24])[CH3:23])=[CH:18][CH:17]=2)[CH:6]=[CH:7][CH:8]=1 |f:2.3.4|. Procedure: A mixture of 13.0 g of m-trifluoromethylphenyl bromide, 8.68 g of p-acetylaminoacetophenone, 14.5 g of potassium carbonate, 0.45 g of copper powder and 40 ml of decahydronaphthalene was stirred at reflux on an oil bath at 200° C., under argon for 64 hours. The mixture was then cooled, stirred with 200 ml of acetone, filtered and the filtrate evaporated to a semi-solid. Evaporative distillation gave a semi-solid which was dissolved in 150 ml of ethanol and 150 ml of concentrated hydrochloric acid... Reactants: HCl, C(C)(=O)OCC1=NC(=NC(=C1)C(=O)N1CCC(CC1)N1CC(C1)(N1N=CC(=C1)C=1C2=C(N=CN1)N(C=C2)COCC[Si](C)(C)C)CC#N)C(F)(F)F ([6-[(4-{3-(cyanomethyl)-3-[4-(7-{[2-(trimethylsilyl)ethoxy]methyl}-7H-pyrrolo[2,3-d]pyrimidin-4-yl)-1H-pyrazol-1-yl]azetidin-1-yl}piperidin-1-yl)carbonyl]-2-(trifluoromethyl)pyrimidin-4-yl]methyl acetate), O.[OH-].[Li+] (lithium hydroxide, monohydrate). Run in C1CCOC1 (THF), O (water). Reaction conditions: time 45 minute. Product: OCC1=CC(=NC(=N1)C(F)(F)F)C(=O)N1CCC(CC1)N1CC(C1)(N1N=CC(=C1)C=1C2=C(N=CN1)N(C=C2)COCC[Si](C)(C)C)CC#N ({1-(1-{[6-(hydroxymethyl)-2-(trifluoromethyl)pyrimidin-4-yl]carbonyl}piperidin-4-yl)-3-[4-(7-{[2-(trimethylsilyl)ethoxy]methyl}-7H-pyrrolo[2,3-d]pyrimidin-4-yl)-1H-pyrazol-1-yl]azetidin-3-yl}acetonitrile). Reaction SMILES: C([O:4][CH2:5][C:6]1[CH:11]=[C:10]([C:12]([N:14]2[CH2:19][CH2:18][CH:17]([N:20]3[CH2:23][C:22]([CH2:46][C:47]#[N:48])([N:24]4[CH:28]=[C:27]([C:29]5[C:30]6[CH:37]=[CH:36][N:35]([CH2:38][O:39][CH2:40][CH2:41][Si:42]([CH3:45])([CH3:44])[CH3:43])[C:31]=6[N:32]=[CH:33][N:34]=5)[CH:26]=[N:25]4)[CH2:21]3)[CH2:16][CH2:15]2)=[O:13])[N:9]=[C:8]([C:49]([F:52])([F:51])[F:50])[N:7]=1)(=O)C.O.[OH-].[Li+]>C1COCC1.O>[OH:4][CH2:5][C:6]1[N:7]=[C:8]([C:49]([F:51])([F:50])[F:52])[N:9]=[C:10]([C:12]([N:14]2[CH2:19][CH2:18][CH:17]([N:20]3[CH2:23][C:22]([CH2:46][C:47]#[N:48])([N:24]4[CH:28]=[C:27]([C:29]5[C:30]6[CH:37]=[CH:36][N:35]([CH2:38][O:39][CH2:40][CH2:41][Si:42]([CH3:43])([CH3:44])[CH3:45])[C:31]=6[N:32]=[CH:33][N:34]=5)[CH:26]=[N:25]4)[CH2:21]3)[CH2:16][CH2:15]2)=[O:13])[CH:11]=1 |f:1.2.3|. Procedure details: To a solution of [6-[(4-{3-(cyanomethyl)-3-[4-(7-{[2-trimethylsilyl)ethoxy]methyl}-7H-pyrrolo[2,3-d]pyrimidin-4-yl)-1H-pyrazol-1-yl]azetidin-1-yl)carbonyl]-2-(trifluoromethyl)pyrimidin-4-yl]methyl acetate (0.85 g, 1.15 mmol, from Step D) in THF (16 mL) at room temperature was added a solution of lithium hydroxide, monohydrate (0.072 g, 1.7 mmol) in water (4 mL). The reaction was stirred for 45 minutes, then was neutralized by the addition of 1N HCl and the product was extracted with ethyl acetat... Reactants: BrC=1C=NN2C1N=C(C=C2)NC[C@H]2N(CCC2)C(=O)OC(C)(C)C ((S)-tert-butyl 2-(((3-bromopyrazolo[1,5-a]pyrimidin-5-yl)amino)methyl)pyrrolidine-1-carboxylate), COC1=C(C=CC=C1)B(O)O ((2-methoxyphenyl)boronic acid). Product: COC1=C(C=CC=C1)C=1C=NN2C1N=C(C=C2)NC[C@H]2N(CCC2)C(=O)OC(C)(C)C ((S)-tert-butyl 2-(((3-(2-methoxyphenyl)pyrazolo[1,5-a]pyrimidin-5-yl)amino)methyl)pyrrolidine-1-carboxylate). Yield: 68.0%. Reaction SMILES: Br[C:2]1[CH:3]=[N:4][N:5]2[CH:10]=[CH:9][C:8]([NH:11][CH2:12][C@@H:13]3[CH2:17][CH2:16][CH2:15][N:14]3[C:18]([O:20][C:21]([CH3:24])([CH3:23])[CH3:22])=[O:19])=[N:7][C:6]=12.[CH3:25][O:26][C:27]1[CH:32]=[CH:31][CH:30]=[CH:29][C:28]=1B(O)O>>[CH3:25][O:26][C:27]1[CH:32]=[CH:31][CH:30]=[CH:29][C:28]=1[C:2]1[CH:3]=[N:4][N:5]2[CH:10]=[CH:9][C:8]([NH:11][CH2:12][C@@H:13]3[CH2:17][CH2:16][CH2:15][N:14]3[C:18]([O:20][C:21]([CH3:24])([CH3:23])[CH3:22])=[O:19])=[N:7][C:6]=12. Reported procedure: The Suzuki coupling of (S)-tert-butyl 2-(((3-bromopyrazolo[1,5-a]pyrimidin-5-yl)amino)methyl)pyrrolidine-1-carboxylate with (2-methoxyphenyl)boronic acid under the same conditions as described in example 5.6.5 to give 68% of the titled compound. 1H NMR (400 MHz, CHLOROFORM-d) δ ppm 1.50 (s, 9 H) 1.85-2.12 (m, 4 H) 3.40 (dd, J=7.58, 4.04 Hz, 2 H) 3.46-3.59 (m, 1 H) 3.59-3.67 (m, 1 H) 3.94 (s, 3 H) 4.19 (br. s., 1 H) 6.07 (d, J=7.07 Hz, 1 H) 6.99 (d, J=7.58 Hz, 1 H) 7.06 (td, J=7.45, 1.01 Hz, 1 H)... Starting materials: Brc1ccc2ccncc2c1, Cl, N#N, O, O=S(=O)(O)O. Yields the product O=S(=O)(O)c1cc(Br)cc2cnccc12. RXN SMILES: [Br:8][c:9]1[cH:10][cH:11][c:12]2[cH:13][cH:14][n:15][cH:16][c:17]2[cH:18]1.[ClH:19].[N:6]#[N:7].[OH2:20].[S:1]([OH:2])([OH:3])(=[O:4])=[O:5]>>[S:1](=[O:2])([OH:3])(=[O:5])[c:11]1[cH:10][c:9]([Br:8])[cH:18][c:17]2[c:12]1[cH:13][cH:14][n:15][cH:16]2. Product: C(C)N(C=1N=C(C2=C(N1)C(=NN2CCOCC(F)(F)F)C(=O)NS(=O)(=O)C)NC2=NC=CC(=C2)C)C (5-[Ethyl(methyl)amino]-7-[(4-methylpyridin-2-yl)amino]-N-(methylsulfonyl)-1-[2-(2,2,2-trifluoroethoxy)ethyl]-1H-pyrazolo[4,3-d]pyrimidine-3-carboxamide). Reaction conditions: time 18 hour. Procedure: A mixture of the chloride from preparation 261 (50 mg, 0.1 mmol), N-ethyldiisopropylamine (0.05 mL, 0.3 mmol), N-ethylmethylamine (0.026 mL, 0.3 mmol) and cesium fluoride (15 mg, 0.1 mmol) in 1-methyl-2-pyrrolidinone (1 mL) was heated in a Reactivial® at 110° C. for 90 minutes. The cooled reaction mixture was purified directly using a Phenomenex Luna C18 column reverse phase column and acetonitrile:95% water/5% methanol/0.1% trifluoroacetic acid (5:95 to 95:5) as elution gradient. The product wa... Reagents/catalysts: CN(C1=CC=NC=C1)C (4-Dimethylaminopyridine). The solvent is ClCCl (dichloromethane), ClCCl (dichloromethane), C(CC(O)(C(=O)O)CC(=O)O)(=O)O (citric acid). The reactants are C(C)N(C=1N=C(C2=C(N1)C(=NN2CCOCC(F)(F)F)C(=O)O)NC2=NC=CC(=C2)C)C (5-[Ethyl(methyl)amino]-7-[(4-methylpyridin-2-yl)amino]-1-[2-(2,2,2-trifluoroethoxy)ethyl]-1H-pyrazolo[4,3-d]pyrimidine-3-carboxylic acid), Cl.CN(CCCN=C=NCC)C (1-(3-dimethylaminopropyl)-3-ethylcarbodiimide hydrochloride), CS(=O)(=O)N (methanesulphonamide). RXN SMILES: [CH2:1]([N:3]([CH3:32])[C:4]1[N:5]=[C:6]([NH:24][C:25]2[CH:30]=[C:29]([CH3:31])[CH:28]=[CH:27][N:26]=2)[C:7]2[N:12]([CH2:13][CH2:14][O:15][CH2:16][C:17]([F:20])([F:19])[F:18])[N:11]=[C:10]([C:21]([OH:23])=O)[C:8]=2[N:9]=1)[CH3:2].Cl.CN(C)CCCN=C=NCC.[CH3:45][S:46]([NH2:49])(=[O:48])=[O:47]>CN(C)C1C=CN=CC=1.ClCCl.C(O)(=O)CC(CC(O)=O)(C(O)=O)O>[CH2:1]([N:3]([CH3:32])[C:4]1[N:5]=[C:6]([NH:24][C:25]2[CH:30]=[C:29]([CH3:31])[CH:28]=[CH:27][N:26]=2)[C:7]2[N:12]([CH2:13][CH2:14][O:15][CH2:16][C:17]([F:18])([F:19])[F:20])[N:11]=[C:10]([C:21]([NH:49][S:46]([CH3:45])(=[O:48])=[O:47])=[O:23])[C:8]=2[N:9]=1)[CH3:2] |f:1.2|. Reactants: CCC(CC)=NO, CN(C)C=O, ClC(Cl)Cl, O, O=C(O)c1ncccc1O, O=S(Cl)Cl, c1ccncc1. Yields the product CCC(CC)=NOC(=O)c1ncccc1O. As a reaction SMILES: [CH2:20]([CH3:21])[C:22]([CH2:23][CH3:24])=[N:25][OH:26].[CH3:11][N:12]([CH3:13])[CH:14]=[O:15].[CH:27]([Cl:28])([Cl:29])[Cl:30].[OH2:31].[OH:1][c:2]1[c:3]([C:8](=[O:9])[OH:10])[n:4][cH:5][cH:6][cH:7]1.[S:16]([Cl:17])([Cl:18])=[O:19].[cH:32]1[cH:33][cH:34][n:35][cH:36][cH:37]1>>[OH:1][c:2]1[c:3]([C:8](=[O:9])[O:10][N:25]=[C:22]([CH2:20][CH3:21])[CH2:23][CH3:24])[n:4][cH:5][cH:6][cH:7]1. Reactants: O=C([O-])[O-], CC[SiH](CC)CC, CSc1ccc2c(c1)C(=O)C(C)(C)C(=O)N2, [K+], [K+], O=C(O)C(F)(F)F. Yields the product CSc1ccc2c(c1)CC(C)(C)C(=O)N2. Reaction SMILES: [C:24](=[O:25])([O-:26])[O-:27].[CH2:1]([SiH:2]([CH2:3][CH3:4])[CH2:5][CH3:6])[CH3:7].[CH3:8][C:9]1([CH3:23])[C:10](=[O:22])[NH:11][c:12]2[cH:13][cH:14][c:15]([S:20][CH3:21])[cH:16][c:17]2[C:18]1=[O:19].[K+:28].[K+:29].[OH:30][C:31]([C:32]([F:33])([F:34])[F:35])=[O:36]>>[CH3:8][C:9]1([CH3:23])[C:10](=[O:22])[NH:11][c:12]2[cH:13][cH:14][c:15]([S:20][CH3:21])[cH:16][c:17]2[CH2:18]1.